Dataset: the Open Reaction Database (ORD), a public repository of structured organic reaction records. Task: describe an organic reaction: reactants, conditions, products, and yield Starting materials: CC(=O)[O-], CC(=O)[O-], C=CC(O)CCCCC, OC(c1ccccc1)c1ccccc1, [Co+2], O=C(C(F)(F)F)C(F)(F)F, FC(F)(F)c1ccccc1, O, O, O, O=C1c2ccccc2C(=O)N1O. Yields the product CCCCCC(O)C1CO1. Reaction SMILES: [C:59]([O-:60])(=[O:61])[CH3:62].[C:64]([O-:65])(=[O:66])[CH3:67].[CH2:1]=[CH:2][CH:3]([CH2:4][CH2:5][CH2:6][CH2:7][CH3:8])[OH:9].[CH:10]([c:11]1[cH:12][cH:13][cH:14][cH:15][cH:16]1)([c:17]1[cH:18][cH:19][cH:20][cH:21][cH:22]1)[OH:23].[Co+2:63].[F:39][C:40]([F:41])([F:42])[C:43]([C:44]([F:45])([F:46])[F:47])=[O:48].[F:49][C:50]([c:51]1[cH:52][cH:53][cH:54][cH:55][cH:56]1)([F:57])[F:58].[OH2:36].[OH2:37].[OH2:38].[OH:24][N:25]1[C:26](=[O:27])[c:28]2[cH:29][cH:30][cH:31][cH:32][c:33]2[C:34]1=[O:35]>>[CH2:1]1[CH:2]([CH:3]([CH2:4][CH2:5][CH2:6][CH2:7][CH3:8])[OH:9])[O:23]1.